From a dataset of the Open Reaction Database (ORD), a public repository of structured organic reaction records. describe an organic reaction: reactants, conditions, products, and yield Starting materials: CSC1=NCCS1, CCOCC, CO, Cl, OCc1cc2n(n1)CCNC2. Product: OCc1cc2n(n1)CCN(C1=NCCS1)C2. As a reaction SMILES: [CH3:15][S:16][C:17]1=[N:21][CH2:20][CH2:19][S:18]1.[CH3:22][CH2:23][O:24][CH2:25][CH3:26].[CH3:2][OH:3].[ClH:1].[n:4]1[c:5]([CH2:13][OH:14])[cH:6][c:7]2[n:8]1[CH2:9][CH2:10][NH:11][CH2:12]2>>[n:4]1[c:5]([CH2:13][OH:14])[cH:6][c:7]2[n:8]1[CH2:9][CH2:10][N:11]([C:17]1=[N:21][CH2:20][CH2:19][S:18]1)[CH2:12]2.